This data is from the Open Reaction Database (ORD), a public repository of structured organic reaction records. The task is: describe an organic reaction: reactants, conditions, products, and yield The reactants are OC=1C=NC=CC1 (3-hydroxypyridine), C(=O)([O-])[O-].[K+].[K+] (K2CO3), ClC=1C=C(C(=NC1)[N+](=O)[O-])OCCOC (5-Chloro-3-(2-methoxy-ethoxy)-2-nitro-pyridine). The solvent is CN(C)C=O (DMF). Run at temperature 120 celsius. The product is COCCOC=1C(=NC=C(C1)OC=1C=NC=CC1)[N+](=O)[O-] (3-(2-Methoxy-ethoxy)-2-nitro-5-(pyridine-3-yloxy)-pyridine). The yield is 20.0%. RXN SMILES: Cl[C:2]1[CH:3]=[C:4]([O:11][CH2:12][CH2:13][O:14][CH3:15])[C:5]([N+:8]([O-:10])=[O:9])=[N:6][CH:7]=1.[OH:16][C:17]1[CH:18]=[N:19][CH:20]=[CH:21][CH:22]=1.C([O-])([O-])=O.[K+].[K+]>CN(C=O)C>[CH3:15][O:14][CH2:13][CH2:12][O:11][C:4]1[C:5]([N+:8]([O-:10])=[O:9])=[N:6][CH:7]=[C:2]([O:16][C:17]2[CH:18]=[N:19][CH:20]=[CH:21][CH:22]=2)[CH:3]=1 |f:2.3.4|. Procedure details: 5-Chloro-3-(2-methoxy-ethoxy)-2-nitro-pyridine (2.6 mmol) is dissolved in DMF (12 ml), 3-hydroxypyridine (3 eq.) and K2CO3 (4 eq.) is added. The reaction is heated to 120° C. in the microwave for 45 min. The solvent is removed in vacuo and dissolved in water (200 ml) and extracted with methyl-tert.-butyl ether. The combined organic layers are washed with brine, dried over MgSO4 and the solvent is removed in vacuo. 3-(2-Methoxy-ethoxy)-2-nitro-5-(pyridine-3-yloxy)-pyridine is obtained after colum... The reactants are C(C)OC(C1=CC=C(C=C1)N(C=1C=C2C(OC(C2=CC1)(C)C)(C)C)CC)=O (4-[Ethyl-(1,1,3,3-tetramethyl-1,3-dihydro-isobenzofuran-5-yl)-amino]-benzoic acid ethyl ester), C(C)OC(C1=CC=C(C=C1)N(C=1C=C2C(OC(C2=CC1)(C)C)(C)C)CC)=O (4-[Ethyl-(1,1,3,3-tetramethyl-1,3-dihydro-isobenzofuran-5-yl)-amino]-benzoic acid ethyl ester), [OH-].[Na+] (sodium hydroxide). Solvent: C(C)O (ethanol). Conditions: temperature 55 celsius. Yields the product C(C)N(C1=CC=C(C(=O)O)C=C1)C=1C=C2C(OC(C2=CC1)(C)C)(C)C (4-[Ethyl-(1,1,3,3-tetramethyl-1,3-dihydro-isobenzofuran-5-yl)-amino]-benzoic acid). Yield: 98.2%. RXN SMILES: C([O:3][C:4](=[O:27])[C:5]1[CH:10]=[CH:9][C:8]([N:11]([CH2:25][CH3:26])[C:12]2[CH:13]=[C:14]3[C:18](=[CH:19][CH:20]=2)[C:17]([CH3:22])([CH3:21])[O:16][C:15]3([CH3:24])[CH3:23])=[CH:7][CH:6]=1)C.[OH-].[Na+]>C(O)C>[CH2:25]([N:11]([C:12]1[CH:13]=[C:14]2[C:18](=[CH:19][CH:20]=1)[C:17]([CH3:22])([CH3:21])[O:16][C:15]2([CH3:23])[CH3:24])[C:8]1[CH:7]=[CH:6][C:5]([C:4]([OH:27])=[O:3])=[CH:10][CH:9]=1)[CH3:26] |f:1.2|. Procedure details: A solution of 4-[ethyl-(1,1,3,3-tetramethyl-1,3-dihydro-isobenzofuran-5-yl)-amino]-benzoic acid ethyl ester (Compound 80, 0.224 g, 0.6 mmol) in 20 mL of ethanol was treated with 2 mL of 5M sodium hydroxide solution and the resulting solution was heated at 55° C. for 2 hours. The volatiles were removed by distillation in vacuo and the residue was acidified using hydrochloric acid and extracted with ethyl acetate. The organic extract was washed with brine, dried over anhydrous sodium sulfate and e... Reactants: [Li]CCCC, CCCCCC, COC(OC)C(C)=O, c1csc(C2OCCO2)n1, C1CCOC1, O=C(O)CC(O)(CC(=O)O)C(=O)O. Yields the product COC(OC)C(C)(O)c1cnc(C2OCCO2)s1. As a reaction SMILES: [CH2:17]([Li:18])[CH2:19][CH2:20][CH3:21].[CH3:11][CH2:12][CH2:13][CH2:14][CH2:15][CH3:16].[CH3:22][O:23][CH:24]([C:25]([CH3:26])=[O:27])[O:28][CH3:29].[O:1]1[CH:2]([c:6]2[s:7][cH:8][cH:9][n:10]2)[O:3][CH2:4][CH2:5]1.[O:43]1[CH2:44][CH2:45][CH2:46][CH2:47]1.[OH:30][C:31]([CH2:32][C:33]([C:34](=[O:35])[OH:36])([CH2:37][C:38](=[O:39])[OH:40])[OH:41])=[O:42]>>[O:1]1[CH:2]([c:6]2[s:7][c:8]([C:25]([CH:24]([O:23][CH3:22])[O:28][CH3:29])([CH3:26])[OH:27])[cH:9][n:10]2)[O:3][CH2:4][CH2:5]1.